This data is from the Open Reaction Database (ORD), a public repository of structured organic reaction records. The task is: describe an organic reaction: reactants, conditions, products, and yield The reactants are NC(C=1C=C(SC1C)C(=S)OC)=S (methyl 4-(aminothioxomethyl)-5-methylthiothiophene-2-carboxylate), BrCC(=O)C1=CC=C(C=C1)OC (2-bromo-4′-methoxy acetophenone). Solvent: reagent, CC(=O)C (acetone). Product: COC1=CC=C(C=C1)C=1N=C(SC1)C=1C=C(SC1C)C(=S)OC (methyl 4-[4-(4-methoxyphenyl)(1,3-thiazol-2-yl)]-5-methylthiothiophene-2-carboxylate). Isolated yield 104.3%. RXN SMILES: [NH2:1][C:2](=[S:13])[C:3]1[CH:4]=[C:5]([C:9]([O:11][CH3:12])=[S:10])[S:6][C:7]=1[CH3:8].Br[CH2:15][C:16]([C:18]1[CH:23]=[CH:22][C:21]([O:24][CH3:25])=[CH:20][CH:19]=1)=O>CC(C)=O>[CH3:25][O:24][C:21]1[CH:22]=[CH:23][C:18]([C:16]2[N:1]=[C:2]([C:3]3[CH:4]=[C:5]([C:9]([O:11][CH3:12])=[S:10])[S:6][C:7]=3[CH3:8])[S:13][CH:15]=2)=[CH:19][CH:20]=1. Reported procedure: 30 mg (0.122 mmol) of methyl 4-(aminothioxomethyl)-5-methylthiothiophene-2-carboxylate (Maybridge Chemical Co. LTD., Cornwall, U.K.) was dissolved in 1.2 mL of reagent grade acetone. 2-bromo-4′-methoxy acetophenone (0.146 mmol; 28 mg; Aldrich Chemical Co.) was added and the solution was allowed to reflux for 3 h. The solution was allowed to cool and a solid was filtered and washed with methanol and dried in vacuo to afford 46 mg (90% yield) of methyl 4-[4-(4-methoxyphenyl)(1,3-thiazol-2-yl)]-5-m... The reactants are CCC(=NO)c1ccc2ccccc2n1, CC(=O)O. Yields the product CCC(N)c1ccc2ccccc2n1. RXN SMILES: [C:1]([CH2:2][CH3:3])([c:4]1[n:5][c:6]2[cH:7][cH:8][cH:9][cH:10][c:11]2[cH:12][cH:13]1)=[N:14][OH:15].[CH3:16][C:17](=[O:18])[OH:19]>>[CH:1]([CH2:2][CH3:3])([c:4]1[n:5][c:6]2[cH:7][cH:8][cH:9][cH:10][c:11]2[cH:12][cH:13]1)[NH2:14]. Starting materials: BrC=1C=C2C(=NC1)C=CN2OC(C)C2=C(C(=CC=C2Cl)F)Cl (6-bromo-1-[1-(2,6-dichloro-3-fluorophenyl)ethoxy]-1H-pyrrolo[3,2-b]pyridine), C(N)(=O)C=1C=C(C=CC1)B(O)O ((3-carbamoylphenyl)boronic acid). Product: ClC1=C(C(=CC=C1F)Cl)C(C)ON1C=CC2=NC=C(C=C21)C=2C=C(C(=O)N)C=CC2 (3-{1-[1-(2,6-dichloro-3-fluorophenyl)ethoxy]-1H-pyrrolo[3,2-b]pyridin-6-yl}benzamide). RXN SMILES: Br[C:2]1[CH:3]=[C:4]2[N:10]([O:11][CH:12]([C:14]3[C:19]([Cl:20])=[CH:18][CH:17]=[C:16]([F:21])[C:15]=3[Cl:22])[CH3:13])[CH:9]=[CH:8][C:5]2=[N:6][CH:7]=1.[C:23]([C:26]1[CH:27]=[C:28](B(O)O)[CH:29]=[CH:30][CH:31]=1)(=[O:25])[NH2:24]>>[Cl:22][C:15]1[C:16]([F:21])=[CH:17][CH:18]=[C:19]([Cl:20])[C:14]=1[CH:12]([O:11][N:10]1[C:4]2[C:5](=[N:6][CH:7]=[C:2]([C:30]3[CH:31]=[C:26]([CH:27]=[CH:28][CH:29]=3)[C:23]([NH2:24])=[O:25])[CH:3]=2)[CH:8]=[CH:9]1)[CH3:13]. Reported procedure: The entitled compound was prepared from 6-bromo-1-[1-(2,6-dichloro-3-fluorophenyl)ethoxy]-1H-pyrrolo[3,2-b]pyridine and (3-carbamoylphenyl)boronic acid according to the procedure described in example 4. Starting materials: F[B-](F)(F)F, CNC(CN1CC(O)C1)C(C)OC, CCN(C(C)C)C(C)C, ClCCl, [Na+], O=C([O-])O, O=C(O)c1ccc(Cl)cc1, CN(C)C(On1nnc2ccccc21)=[N+](C)C. Yields the product COC(C)C(CN1CC(O)C1)N(C)C(=O)c1ccc(Cl)cc1. As a reaction SMILES: [B-:20]([F:21])([F:22])([F:23])[F:24].[CH3:42][O:43][CH:44]([CH:45]([CH2:46][N:47]1[CH2:48][CH:49]([OH:51])[CH2:50]1)[NH:52][CH3:53])[CH3:54].[CH:11]([N:12]([CH2:13][CH3:14])[CH:15]([CH3:16])[CH3:17])([CH3:18])[CH3:19].[Cl:60][CH2:61][Cl:62].[Na+:59].[O-:55][C:56]([OH:57])=[O:58].[OH:1][C:2](=[O:3])[c:4]1[cH:5][cH:6][c:7]([Cl:8])[cH:9][cH:10]1.[n:25]1([O:26][C:27]([N:28]([CH3:29])[CH3:30])=[N+:31]([CH3:32])[CH3:33])[c:34]2[cH:35][cH:36][cH:37][cH:38][c:39]2[n:40][n:41]1>>[C:2](=[O:3])([c:4]1[cH:5][cH:6][c:7]([Cl:8])[cH:9][cH:10]1)[N:52]([CH:45]([CH:44]([O:43][CH3:42])[CH3:54])[CH2:46][N:47]1[CH2:48][CH:49]([OH:51])[CH2:50]1)[CH3:53]. Starting materials: ClC1=NC(=CC(=C1)C1CN(C1)C1COC1)Cl (2,6-dichloro-4-(1-(oxetan-3-yl)azetidin-3-yl)pyridine), C(CCC)P(C12CC3CC(CC(C1)C3)C2)C23CC1CC(CC(C2)C1)C3 (butyldi-1-adamantylphosphine), C1(CC1)[B-](F)(F)F.[K+] (potassium cyclopropyltrifluoroborate), C([O-])([O-])=O.[Cs+].[Cs+] (cesium carbonate), FC(OC=1C(=NC=C(C1)B1OC(C(O1)(C)C)(C)C)N)F (3-(difluoromethoxy)-5-(4,4,5,5-tetramethyl-1,3,2-dioxaborolan-2-yl)pyridin-2-amine), chloro(2-dicyclohexylphosphino-2′,4′,6′-triisopropyl-1,1′-biphenyl)[2-(2-aminoethyl)phenyl), C1(CCCCC1)P(C1=C(C=CC=C1)C1=C(C=C(C=C1C(C)C)C(C)C)C(C)C)C1CCCCC1 (2-dicyclohexylphosphino-2′,4′,6′-triisopropylbiphenyl), O.[O-]P(=O)([O-])[O-].[K+].[K+].[K+] (potassium phosphate tribasic monohydrate). Reagents/catalysts: C(C)(=O)[O-].[Pd+2].C(C)(=O)[O-] (palladium(II) acetate), [Pd+2] (palladium(II)). Run at temperature 110 celsius, time 8 hour. Yields the product C1(CC1)C1=CC(=CC(=N1)C=1C=NC(=C(C1)OC(F)F)N)C1CN(C1)C1COC1 (6-cyclopropyl-5′-(difluoromethoxy)-4-(1-(oxetan-3-yl)azetidin-3-yl)-[2,3′-bipyridin]-6′-amine). Isolated yield 11.5%. RXN SMILES: Cl[C:2]1[CH:7]=[C:6]([CH:8]2[CH2:11][N:10]([CH:12]3[CH2:15][O:14][CH2:13]3)[CH2:9]2)[CH:5]=[C:4](Cl)[N:3]=1.C(P(C12CC3CC(CC(C3)C1)C2)C12CC3CC(CC(C3)C1)C2)CCC.[CH:42]1([B-](F)(F)F)[CH2:44][CH2:43]1.[K+].C(=O)([O-])[O-].[Cs+].[Cs+].[F:56][CH:57]([F:75])[O:58][C:59]1[C:60]([NH2:74])=[N:61][CH:62]=[C:63](B2OC(C)(C)C(C)(C)O2)[CH:64]=1.C1(P(C2CCCCC2)C2C=CC=CC=2C2C(C(C)C)=CC(C(C)C)=CC=2C(C)C)CCCCC1.O.[O-]P([O-])([O-])=O.[K+].[K+].[K+]>C([O-])(=O)C.[Pd+2].C([O-])(=O)C.[Pd+2]>[CH:42]1([C:4]2[N:3]=[C:2]([C:63]3[CH:62]=[N:61][C:60]([NH2:74])=[C:59]([O:58][CH:57]([F:56])[F:75])[CH:64]=3)[CH:7]=[C:6]([CH:8]3[CH2:11][N:10]([CH:12]4[CH2:15][O:14][CH2:13]4)[CH2:9]3)[CH:5]=2)[CH2:44][CH2:43]1 |f:2.3,4.5.6,9.10.11.12.13,14.15.16|. Procedure: A vial was charged with 2,6-dichloro-4-(1-(oxetan-3-yl)azetidin-3-yl)pyridine (133 mg, 0.513 mmol), palladium(II) acetate (5.8 mg, 5 mol %), butyldi-1-adamantylphosphine (14.5 mg, 7.5 mol %), potassium cyclopropyltrifluoroborate (79.9 mg, 0.523 mmol), and cesium carbonate (502 mg, 1.54 mmol) and purged under nitrogen before the addition of degassed toluene (2.6 mL) and deionized water (0.25 mL). The mixture was stirred at 110° C. overnight and then cooled to rt. To the mixture was added 3-(diflu... The reactants are COc1cc([N+](=O)[O-])ccc1S(=O)(=O)Cl, O=c1[nH]c2ccc(Cl)cc2n1C1CCCCC1, [H-], [Na+], CN(C)C=O, O. The product is COc1cc([N+](=O)[O-])ccc1S(=O)(=O)n1c(=O)n(C2CCCCC2)c2cc(Cl)ccc21. Reaction SMILES: [CH3:20][O:21][c:22]1[c:23]([S:31](=[O:32])(=[O:33])[Cl:34])[cH:24][cH:25][c:26]([N+:28](=[O:29])[O-:30])[cH:27]1.[Cl:3][c:4]1[cH:5][c:6]2[c:7]([nH:8][c:9](=[O:17])[n:10]2[CH:11]2[CH2:12][CH2:13][CH2:14][CH2:15][CH2:16]2)[cH:18][cH:19]1.[H-:1].[Na+:2].[O:36]=[CH:37][N:38]([CH3:39])[CH3:40].[OH2:35]>>[Cl:3][c:4]1[cH:5][c:6]2[c:7]([n:8]([S:31]([c:23]3[c:22]([O:21][CH3:20])[cH:27][c:26]([N+:28](=[O:29])[O-:30])[cH:25][cH:24]3)(=[O:32])=[O:33])[c:9](=[O:17])[n:10]2[CH:11]2[CH2:12][CH2:13][CH2:14][CH2:15][CH2:16]2)[cH:18][cH:19]1. Starting materials: C(C)(=O)C1CC(CCC1)(C)C (1-acetyl-3,3-dimethylcyclohexane), [OH-].[Na+] (sodium hydroxide), C(C(C)=C)Cl (methallyl chloride), C1(=CC=CC=C1)C (toluene). The reagents and catalysts are CCCCCCCC[N+](C)(CCCCCCCC)CCCCCCCC.[Cl-] (tricaprylmethylammonium chloride). Run in O (water). Yields the product C(C)(=O)C1CC(CCC1)(C)C (1-acetyl-3,3-dimethylcyclohexane), C(C)(=O)C1(CC(CCC1)(C)C)CC(C)=C (1-acetyl-3,3-dimethyl-1-methallylcyclohexane), CC1(CC(CCC1)C(C(CC=CC)CC(C)=C)=O)C (3,3-dimethyl-1-(2-methallyl-5-methyl-4-pentenoyl) cyclohexane). Isolated yield 5.0%. Reaction SMILES: [C:1]([CH:4]1[CH2:9][CH2:8][CH2:7][C:6]([CH3:11])([CH3:10])[CH2:5]1)(=[O:3])[CH3:2].[OH-].[Na+].[CH2:14](Cl)[C:15](=[CH2:17])[CH3:16].[C:19]1(C)[CH:24]=CC=[CH:21][CH:20]=1>CCCCCCCC[N+](CCCCCCCC)(CCCCCCCC)C.[Cl-].O>[C:1]([CH:4]1[CH2:9][CH2:8][CH2:7][C:6]([CH3:11])([CH3:10])[CH2:5]1)(=[O:3])[CH3:2].[C:1]([C:4]1([CH2:16][C:15](=[CH2:14])[CH3:17])[CH2:9][CH2:8][CH2:7][C:6]([CH3:11])([CH3:10])[CH2:5]1)(=[O:3])[CH3:2].[CH3:10][C:6]1([CH3:11])[CH2:7][CH2:8][CH2:9][CH:4]([C:1](=[O:3])[CH:2]([CH2:14][C:15](=[CH2:17])[CH3:16])[CH2:24][CH:19]=[CH:20][CH3:21])[CH2:5]1 |f:1.2,5.6|. Reported procedure: A slurry of 1-acetyl-3,3-dimethylcyclohexane (624 grams, 4 moles), granular sodium hydroxide (240 grams, 6 moles), Aliquot® 336 (tricaprylmethylammonium chloride [35 grams]), methallyl chloride (432 grams, 4.8 moles), and 400 ml of toluene is heated at reflux for 41/4 hours. At the end of this time, one liter of water is added to the cooled reaction mass. The aqueous layer is discarded, and the organic layer is distilled rapidly through a short column to afford 203 grams of recovered 1-acetyl-3,...